Dataset: the Open Reaction Database (ORD), a public repository of structured organic reaction records. Task: describe an organic reaction: reactants, conditions, products, and yield Starting materials: O=C([O-])[O-], C1CCOC1, CCOC(C)=O, Cc1ccc(C(=O)NC2CC2)cc1-n1ccc2ccc(O)cc2c1=O, [K+], [K+], O=S(=O)(Nc1ccccc1)C(F)(F)F. Product: Cc1ccc(C(=O)NC2CC2)cc1-n1ccc2ccc(OS(=O)(=O)C(F)(F)F)cc2c1=O. As a reaction SMILES: [C:40](=[O:41])([O-:42])[O-:43].[CH2:46]1[O:47][CH2:48][CH2:49][CH2:50]1.[CH3:51][CH2:52][O:53][C:54](=[O:55])[CH3:56].[CH:1]1([NH:4][C:5]([c:6]2[cH:7][c:8](-[n:13]3[c:14](=[O:24])[c:15]4[cH:16][c:17]([OH:23])[cH:18][cH:19][c:20]4[cH:21][cH:22]3)[c:9]([CH3:12])[cH:10][cH:11]2)=[O:25])[CH2:2][CH2:3]1.[K+:44].[K+:45].[c:26]1([NH:27][S:33](=[O:34])(=[O:35])[C:36]([F:37])([F:38])[F:39])[cH:28][cH:29][cH:30][cH:31][cH:32]1>>[CH:1]1([NH:4][C:5]([c:6]2[cH:7][c:8](-[n:13]3[c:14](=[O:24])[c:15]4[cH:16][c:17]([O:23][S:33](=[O:34])(=[O:35])[C:36]([F:37])([F:38])[F:39])[cH:18][cH:19][c:20]4[cH:21][cH:22]3)[c:9]([CH3:12])[cH:10][cH:11]2)=[O:25])[CH2:2][CH2:3]1. Reactants: NC1=C(C(=CC=C1Cl)Cl)O (2-amino-3,6-dichlorophenol), Cl.ClN=CC(=O)OCC (ethyl chloroiminoacetate hydrogen chloride). The solvent is C(Cl)Cl (methylene chloride). Conditions: time 8 hour. The product is ClCC=1OC2=C(N1)C(=CC=C2Cl)Cl (2-chloromethyl-4,7-dichlorobenzoxazole). Yield: 83.9%. Reaction SMILES: [NH2:1][C:2]1[C:7]([Cl:8])=[CH:6][CH:5]=[C:4]([Cl:9])[C:3]=1[OH:10].[ClH:11].ClN=CC(O[CH2:18][CH3:19])=O>C(Cl)Cl>[Cl:11][CH2:18][C:19]1[O:10][C:3]2[C:4]([Cl:9])=[CH:5][CH:6]=[C:7]([Cl:8])[C:2]=2[N:1]=1 |f:1.2|. Procedure details: To a solution of 2-amino-3,6-dichlorophenol (23.91 g, 134 mmol) in methylene chloride (270 mL), solid ethyl chloroiminoacetate hydrogen chloride (31.9 g, 202 mmol) was added. The resultant slurry was stirred at room temperature overnight, then filtered through a plug of Celite, and concentrated under reduced pressure (15 torr). The solid residue was subjected to column chromatography on silica gel (elution with chloroform). Collection and concentration of appropriate fractions yielded 26.6 g (86...